From a dataset of the Open Reaction Database (ORD), a public repository of structured organic reaction records. describe an organic reaction: reactants, conditions, products, and yield Reactants: C(C(=O)O)(=O)O.CC(CC1=CC(=C(C=C1)OC)OC)(C)NCC(C1=C(C=CC=C1)OCC1=CC=CC=C1)O (α-[(α,α-dimethyl-3,4-dimethoxyphenethylamino)methyl]-2-benzyloxybenzylalcohol oxalate), C(C)O (ethanol). Reagents/catalysts: [C].[Pd] (palladium-carbon). The solvent is [H][H] (hydrogen), [H][H] (hydrogen). The product is CC(CC1=CC(=C(C=C1)OC)OC)(C)NCC(C1=C(C=CC=C1)OCC1=CC=CC=C1)O (α-[(α,α-dimethyl-3,4-dimethoxyphenethylamino)methyl]-2-benzyloxybenzylalcohol). The yield is 82.6%. Reaction SMILES: C(O)(=O)C(O)=O.[CH3:7][C:8]([NH:21][CH2:22][CH:23]([OH:38])[C:24]1[CH:29]=[CH:28][CH:27]=[CH:26][C:25]=1[O:30][CH2:31][C:32]1[CH:37]=[CH:36][CH:35]=[CH:34][CH:33]=1)([CH3:20])[CH2:9][C:10]1[CH:15]=[CH:14][C:13]([O:16][CH3:17])=[C:12]([O:18][CH3:19])[CH:11]=1.C(O)C>[H][H].[C].[Pd]>[CH3:20][C:8]([NH:21][CH2:22][CH:23]([OH:38])[C:24]1[CH:29]=[CH:28][CH:27]=[CH:26][C:25]=1[O:30][CH2:31][C:32]1[CH:37]=[CH:36][CH:35]=[CH:34][CH:33]=1)([CH3:7])[CH2:9][C:10]1[CH:15]=[CH:14][C:13]([O:16][CH3:17])=[C:12]([O:18][CH3:19])[CH:11]=1 |f:0.1,4.5|. Reported procedure: A mixture of 263 mg of α-[(α,α-dimethyl-3,4-dimethoxyphenethylamino)methyl]-2-benzyloxybenzylalcohol oxalate (M.p. 157°-158° C.), 150 mg of 10% palladium-carbon and 15 ml of 95% aqueous ethanol is shaken at 20° C. in hydrogen gas atmosphere under atmospheric pressure. After the uptake of hydrogen is completed, insoluble materials are removed by filtration. The filtrate is evaporated to remove the solvent. The residue (colorless oil) is crystallized with a mixture of acetone and ether, and then r...